Dataset: the Open Reaction Database (ORD), a public repository of structured organic reaction records. Task: describe an organic reaction: reactants, conditions, products, and yield Reactants: NC1=C(C=CC(=C1)CC(C)C)C=1C(=CC=CC1)S(=O)(=O)NC1=C(C(=NO1)C)C (2′-Amino-N-(3,4-dimethyl-5-isoxazolyl)-4′-(2-methyl-propyl)[1,1′-biphenyl]-2-sulfonamide), C(=O)O (formic acid), C(=O)O (formic acid). Solvent: C1(=CC=CC=C1)C (toluene). Run at time 9 hour. Product: CC1=NOC(=C1C)NS(=O)(=O)C=1C(=CC=CC1)C1=C(C=C(C=C1)CC(C)C)NC=O (N-(3,4-Dimethyl-5-isoxazolyl)-2′-(formylamino)-4′-(2-methylpropyl)[1,1′-biphenyl]-2-sulfonamide). Isolated yield 59.4%. RXN SMILES: [NH2:1][C:2]1[CH:7]=[C:6]([CH2:8][CH:9]([CH3:11])[CH3:10])[CH:5]=[CH:4][C:3]=1[C:12]1[C:13]([S:18]([NH:21][C:22]2[O:26][N:25]=[C:24]([CH3:27])[C:23]=2[CH3:28])(=[O:20])=[O:19])=[CH:14][CH:15]=[CH:16][CH:17]=1.[CH:29](O)=[O:30]>C1(C)C=CC=CC=1>[CH3:27][C:24]1[C:23]([CH3:28])=[C:22]([NH:21][S:18]([C:13]2[C:12]([C:3]3[CH:4]=[CH:5][C:6]([CH2:8][CH:9]([CH3:11])[CH3:10])=[CH:7][C:2]=3[NH:1][CH:29]=[O:30])=[CH:17][CH:16]=[CH:15][CH:14]=2)(=[O:20])=[O:19])[O:26][N:25]=1. Procedure: To a solution of the compound of Example 32 (0.20 g, 0.5 mmol) in toluene (2 mL), formic acid (0.21 g, 4.5 mmol) was added. The mixture was heated at reflux for 3 hours, additional formic acid (0.23 g, 5 mmol) was added and heating was continued for 9 hours. The mixture was concentrated and the residue was chromatographed on silica gel to provide the title compound (127 mg, 59%) as an off-white solid, m.p. 87-95° C. Yields the product COCC(CNc1cc(C#N)c(C(=O)OC)c(-c2cnn(C)c2)n1)NC(=O)OC(C)(C)C. Reactants: CCOC(C)=O, CCN(C(C)C)C(C)C, COC(=O)c1c(C#N)cc(Cl)nc1-c1cnn(C)c1, COCC(CN)NC(=O)OC(C)(C)C, CN(C)C=O. Reaction SMILES: [CH3:48][CH2:49][O:50][C:51]([CH3:52])=[O:53].[CH:34]([N:35]([CH2:36][CH3:37])[CH:38]([CH3:39])[CH3:40])([CH3:41])[CH3:42].[Cl:1][c:2]1[n:3][c:4](-[c:14]2[cH:15][n:16][n:17]([CH3:19])[cH:18]2)[c:5]([C:6](=[O:7])[O:8][CH3:9])[c:10]([C:12]#[N:13])[cH:11]1.[NH2:20][CH2:21][CH:22]([CH2:23][O:24][CH3:25])[NH:26][C:27]([O:28][C:29]([CH3:30])([CH3:31])[CH3:32])=[O:33].[O:43]=[CH:44][N:45]([CH3:46])[CH3:47]>>[c:2]1([NH:20][CH2:21][CH:22]([CH2:23][O:24][CH3:25])[NH:26][C:27]([O:28][C:29]([CH3:30])([CH3:31])[CH3:32])=[O:33])[n:3][c:4](-[c:14]2[cH:15][n:16][n:17]([CH3:19])[cH:18]2)[c:5]([C:6](=[O:7])[O:8][CH3:9])[c:10]([C:12]#[N:13])[cH:11]1. Starting materials: CC(C)(C)[Si](C)(C)OCCn1ccc([N+](=O)[O-])n1, CCO, Cl. Product: O=[N+]([O-])c1ccn(CCO)n1. As a reaction SMILES: [C:1]([Si:2]([CH3:3])([CH3:4])[O:6][CH2:7][CH2:8][n:9]1[n:10][c:11]([N+:14](=[O:15])[O-:16])[cH:12][cH:13]1)([CH3:5])([CH3:17])[CH3:18].[CH3:20][CH2:21][OH:22].[ClH:19]>>[OH:6][CH2:7][CH2:8][n:9]1[n:10][c:11]([N+:14](=[O:15])[O-:16])[cH:12][cH:13]1. Reactants: [Al+3], CC(C)Oc1cc(-n2nc(C(C)(C)C)sc2=O)c(Cl)cc1Cl, ClCCl, CCOCC, [Cl-], [Cl-], [Cl-], [Cl-], [Na+]. Product: CC(C)(C)c1nn(-c2cc(O)c(Cl)cc2Cl)c(=O)s1. RXN SMILES: [Al+3:27].[C:1]([CH3:2])([CH3:3])([CH3:4])[c:5]1[n:6][n:7](-[c:11]2[c:12]([Cl:22])[cH:13][c:14]([Cl:21])[c:15]([O:17][CH:18]([CH3:19])[CH3:20])[cH:16]2)[c:8](=[O:10])[s:9]1.[CH2:23]([Cl:24])[Cl:25].[CH2:32]([O:33][CH2:34][CH3:35])[CH3:36].[Cl-:26].[Cl-:28].[Cl-:29].[Cl-:31].[Na+:30]>>[C:1]([CH3:2])([CH3:3])([CH3:4])[c:5]1[n:6][n:7](-[c:11]2[c:12]([Cl:22])[cH:13][c:14]([Cl:21])[c:15]([OH:17])[cH:16]2)[c:8](=[O:10])[s:9]1.